Dataset: the Open Reaction Database (ORD), a public repository of structured organic reaction records. Task: describe an organic reaction: reactants, conditions, products, and yield Starting materials: CN(C)C=O, c1cncc(CN(C2CCNCC2)C2CC2)c1, CC(C)NC(C)C, O=C(Cl)Oc1ccc(Oc2ccc(C(F)(F)F)cn2)cc1. Product: O=C(Oc1ccc(Oc2ccc(C(F)(F)F)cn2)cc1)N1CCC(N(Cc2cccnc2)C2CC2)CC1. Reaction SMILES: [CH3:46][N:47]([CH3:48])[CH:49]=[O:50].[CH:1]1([N:4]([CH2:5][c:6]2[cH:7][n:8][cH:9][cH:10][cH:11]2)[CH:12]2[CH2:13][CH2:14][NH:15][CH2:16][CH2:17]2)[CH2:2][CH2:3]1.[CH:39]([NH:40][CH:41]([CH3:42])[CH3:43])([CH3:44])[CH3:45].[Cl:18][C:19](=[O:20])[O:21][c:22]1[cH:23][cH:24][c:25]([O:28][c:29]2[n:30][cH:31][c:32]([C:35]([F:36])([F:37])[F:38])[cH:33][cH:34]2)[cH:26][cH:27]1>>[CH:1]1([N:4]([CH2:5][c:6]2[cH:7][n:8][cH:9][cH:10][cH:11]2)[CH:12]2[CH2:13][CH2:14][N:15]([C:19](=[O:20])[O:21][c:22]3[cH:23][cH:24][c:25]([O:28][c:29]4[n:30][cH:31][c:32]([C:35]([F:36])([F:37])[F:38])[cH:33][cH:34]4)[cH:26][cH:27]3)[CH2:16][CH2:17]2)[CH2:2][CH2:3]1.